Dataset: the Open Reaction Database (ORD), a public repository of structured organic reaction records. Task: describe an organic reaction: reactants, conditions, products, and yield Starting materials: COc1ccc(-c2nc(Br)c(C(=O)O)[nH]2)cc1, Cl. The product is COc1ccc(-c2nc(Br)c[nH]2)cc1, Cl. Reaction SMILES: [Br:1][c:2]1[n:3][c:4](-[c:10]2[cH:11][cH:12][c:13]([O:16][CH3:17])[cH:14][cH:15]2)[nH:5][c:6]1[C:7]([OH:8])=[O:9].[ClH:18]>>[Br:1][c:2]1[n:3][c:4](-[c:10]2[cH:11][cH:12][c:13]([O:16][CH3:17])[cH:14][cH:15]2)[nH:5][cH:6]1.[ClH:18]. Reactants: CC1=NC=C(C(=O)OC)C=C1 (methyl 6-methylnicotinate), [H-].[H-].[H-].[H-].[Li+].[Al+3] (LAH), S(=O)(=O)([O-])[O-].[Mg+2] (Magnesium sulfate), O (H2O). Solvent: O1CCCC1 (tetrahydrofuran), O1CCCC1 (tetrahydrofuran). Conditions: time 20 minute. Product: CC1=CC=C(C=N1)CO ((6-Methyl-3-pyridyl)methanol). The yield is 82.7%. Reaction SMILES: [CH3:1][C:2]1[CH:11]=[CH:10][C:5]([C:6](OC)=[O:7])=[CH:4][N:3]=1.[H-].[H-].[H-].[H-].[Li+].[Al+3].O.S([O-])([O-])(=O)=O.[Mg+2]>O1CCCC1>[CH3:1][C:2]1[N:3]=[CH:4][C:5]([CH2:6][OH:7])=[CH:10][CH:11]=1 |f:1.2.3.4.5.6,8.9|. Procedure: A solution of methyl 6-methylnicotinate (50 g, 0.33 mol) in anhydrous tetrahydrofuran (100 ml) was slowly added dropwise to a suspension of LAH (12.6 g, 0.33 mol) in anhydrous tetrahydrofuran (500 ml) over a period of 30 minutes while cooling on ice, and the mixture was stirred at the same temperature for 1 hour and 20 minutes. After confirming completion of the reaction by thin layer chromatography, H2O (25 ml) was slowly added dropwise over a period of 30 minutes while cooling on ice, and the ... Reactants: COc1ccc(CNc2nc(Cl)c(C)n(CC(=O)OCc3ccccc3)c2=O)cc1, Cc1ccccc1, [H][H]. Yields the product COc1ccc(CNc2nc(Cl)c(C)n(CC(=O)O)c2=O)cc1. Reaction SMILES: [CH3:1][O:2][c:3]1[cH:4][cH:5][c:6]([CH2:7][NH:8][c:9]2[c:10](=[O:28])[n:11]([CH2:17][C:18](=[O:19])[O:20][CH2:21][c:22]3[cH:23][cH:24][cH:25][cH:26][cH:27]3)[c:12]([CH3:16])[c:13]([Cl:15])[n:14]2)[cH:29][cH:30]1.[CH3:33][c:34]1[cH:35][cH:36][cH:37][cH:38][cH:39]1.[H:31][H:32]>>[CH3:1][O:2][c:3]1[cH:4][cH:5][c:6]([CH2:7][NH:8][c:9]2[c:10](=[O:28])[n:11]([CH2:17][C:18](=[O:19])[OH:20])[c:12]([CH3:16])[c:13]([Cl:15])[n:14]2)[cH:29][cH:30]1. Starting materials: stainless steel, C(NN)(=O)OC(C)(C)C (t-butyl carbazate), CC1=CC=C(C=O)C=C1 (4-methylbenzaldehyde). The reagents and catalysts are [Pd] (Pd/C), [Pd] (Pd/C). Run in O (water), C(C)(C)O (isopropanol), C(C)(C)O (isopropanol), C(C)(C)O (isopropanol), O (water), C(C)(C)O (isopropanol), C(C)(C)O (isopropanol), C(C)(C)O (isopropanol), C(C)(C)O (isopropanol). Conditions: temperature 35 celsius, time 4 hour. Yields the product CC1=CC=C(CN(N)C(=O)OC(C)(C)C)C=C1 ((4-Methylbenzyl)hydrazinecarboxylic acid, 1,1-dimethylethyl ester). Isolated yield 88.1%. Reaction SMILES: [C:1]([O:5][C:6]([CH3:9])([CH3:8])[CH3:7])(=[O:4])[NH:2][NH2:3].[CH3:10][C:11]1[CH:18]=[CH:17][C:14]([CH:15]=O)=[CH:13][CH:12]=1>O.C(O)(C)C.[Pd]>[CH3:10][C:11]1[CH:18]=[CH:17][C:14]([CH2:15][N:2]([C:1]([O:5][C:6]([CH3:9])([CH3:8])[CH3:7])=[O:4])[NH2:3])=[CH:13][CH:12]=1. Reported procedure: To a 10-gal stainless steel autoclave containing isopropanol (10 L) under nitrogen was charged t-butyl carbazate (1.25 kg, 9.46 mol)followed by isopropanol (2 L). The contents were stirred and heated at 35° C. for 30 min, then 4-methylbenzaldehyde (1.142 kg, 9.51 mol) was added, followed by isopropanol (0.3 L). The contents were heated to 45° C., and a slurry of 5% Pd/C (0.3 kg) in water (0.3 L) and isopropanol (4 L) was added, followed by rinses of isopropanol (2×1 L). The contents were hydroge...